This data is from the Open Reaction Database (ORD), a public repository of structured organic reaction records. The task is: describe an organic reaction: reactants, conditions, products, and yield The reactants are COc1ccc(Sc2ccc(C(=O)Cl)cc2Nc2ncnc3ncccc23)cc1, CO, COc1ccc(Sc2ccc(C(=O)Cl)cc2Nc2ncnc3nc(C(C)C)ccc23)cc1, N#Cc1ccc(N)cc1, Cc1ccc(N)cc1O. Yields the product COc1ccc(Sc2ccc(C(=O)Nc3ccc(C#N)cc3)cc2Nc2ncnc3ncccc23)cc1. As a reaction SMILES: [CH3:1][O:2][c:3]1[cH:4][cH:5][c:6]([S:9][c:10]2[c:11]([NH:19][c:20]3[c:21]4[c:22]([n:23][cH:24][n:25]3)[n:26][cH:27][cH:28][cH:29]4)[cH:12][c:13]([C:14](=[O:15])[Cl:16])[cH:17][cH:18]2)[cH:7][cH:8]1.[CH3:80][OH:81].[CH:48]([c:49]1[cH:50][cH:51][c:52]2[c:53]([NH:54][c:55]3[cH:56][c:57]([C:70]([Cl:71])=[O:72])[cH:58][cH:59][c:60]3[S:61][c:62]3[cH:63][cH:64][c:65]([O:66][CH3:67])[cH:68][cH:69]3)[n:73][cH:74][n:75][c:76]2[n:77]1)([CH3:78])[CH3:79].[NH2:30][c:31]1[cH:32][cH:33][c:34]([C:35]#[N:36])[cH:37][cH:38]1.[NH2:39][c:40]1[cH:41][c:42]([OH:43])[c:44]([CH3:45])[cH:46][cH:47]1>>[CH3:1][O:2][c:3]1[cH:4][cH:5][c:6]([S:9][c:10]2[c:11]([NH:19][c:20]3[c:21]4[c:22]([n:23][cH:24][n:25]3)[n:26][cH:27][cH:28][cH:29]4)[cH:12][c:13]([C:14](=[O:15])[NH:30][c:31]3[cH:32][cH:33][c:34]([C:35]#[N:36])[cH:37][cH:38]3)[cH:17][cH:18]2)[cH:7][cH:8]1. The reactants are CC1=C(C=CC(=C1)C1=NOC(=N1)C)C1=CC=C(C=C1)C(=O)O (2'-methyl-4'-(5-methyl-1,2,4-oxadiazol-3-yl)biphenyl-4-carboxylic acid), CN(CCOC=1C=C(N)C=CC1Br)C (3-(2-dimethylaminoethoxy)-4-bromoaniline), Example 1. The product is CN(CCOC=1C=C(C=CC1Br)NC(=O)C1=CC=C(C=C1)C1=C(C=C(C=C1)C1=NOC(=N1)C)C)C (N-[3-(2-Dimethylaminoethoxy)-4-bromophenyl]-2'-methyl-4'-(5-methyl-1,2,4-oxadiazol-3-yl)biphenyl-4-carboxamide). As a reaction SMILES: [CH3:1][C:2]1[CH:7]=[C:6]([C:8]2[N:12]=[C:11]([CH3:13])[O:10][N:9]=2)[CH:5]=[CH:4][C:3]=1[C:14]1[CH:19]=[CH:18][C:17]([C:20](O)=[O:21])=[CH:16][CH:15]=1.[CH3:23][N:24]([CH3:36])[CH2:25][CH2:26][O:27][C:28]1[CH:29]=[C:30]([CH:32]=[CH:33][C:34]=1[Br:35])[NH2:31]>>[CH3:23][N:24]([CH3:36])[CH2:25][CH2:26][O:27][C:28]1[CH:29]=[C:30]([NH:31][C:20]([C:17]2[CH:16]=[CH:15][C:14]([C:3]3[CH:4]=[CH:5][C:6]([C:8]4[N:12]=[C:11]([CH3:13])[O:10][N:9]=4)=[CH:7][C:2]=3[CH3:1])=[CH:19][CH:18]=2)=[O:21])[CH:32]=[CH:33][C:34]=1[Br:35]. Procedure: The title compound was prepared from 2'-methyl-4'-(5-methyl-1,2,4-oxadiazol-3-yl)biphenyl-4-carboxylic acid (EP 0533268A1) and 3-(2-dimethylaminoethoxy)-4-bromoaniline (D60) using a similar procedure to Example 1 (64%). Mp 138°-140° C. Starting materials: CCCCCCCCCCCCCCCCCC(=O)OCC1CO1 (glycidol stearate), C(CCCCCCCCCCCCCCCCC)(=O)O (stearic acid), [OH-].[Na+] (sodium hydroxide). Reagents/catalysts: S(=O)(=O)(O)[O-].C(CCC)[N+](CCCC)(CCCC)CCCC (tetrabutylammonium hydrogensulfate). The solvent is C(C)O (ethanol). Conditions: temperature 80 celsius. Product: C(CCCCCCCCCCCCCCCCC)(=O)OCC(O)COC(CCCCCCCCCCCCCCCCC)=O (1,3-distearoylglycerol). Reaction SMILES: [CH3:1][CH2:2][CH2:3][CH2:4][CH2:5][CH2:6][CH2:7][CH2:8][CH2:9][CH2:10][CH2:11][CH2:12][CH2:13][CH2:14][CH2:15][CH2:16][CH2:17][C:18]([O:20][CH2:21][CH:22]1[O:24][CH2:23]1)=[O:19].[C:25]([OH:44])(=[O:43])[CH2:26][CH2:27][CH2:28][CH2:29][CH2:30][CH2:31][CH2:32][CH2:33][CH2:34][CH2:35][CH2:36][CH2:37][CH2:38][CH2:39][CH2:40][CH2:41][CH3:42].[OH-].[Na+]>S([O-])(O)(=O)=O.C([N+](CCCC)(CCCC)CCCC)CCC.C(O)C>[C:25]([O:44][CH2:23][CH:22]([CH2:21][O:20][C:18](=[O:19])[CH2:17][CH2:16][CH2:15][CH2:14][CH2:13][CH2:12][CH2:11][CH2:10][CH2:9][CH2:8][CH2:7][CH2:6][CH2:5][CH2:4][CH2:3][CH2:2][CH3:1])[OH:24])(=[O:43])[CH2:26][CH2:27][CH2:28][CH2:29][CH2:30][CH2:31][CH2:32][CH2:33][CH2:34][CH2:35][CH2:36][CH2:37][CH2:38][CH2:39][CH2:40][CH2:41][CH3:42] |f:2.3,4.5|. Procedure: 1,3-Disteroylglycerol. A mixture of 171.3 g (0.5 mole) glycidol stearate, 156.5 g (0.55 mole) stearic acid, 1.0 g (0.025 mole) sodium hydroxide, and tetrabutylammonium hydrogensulfate (8.5 g, 0.025 mole) in 400 mL ethanol is heated at reflux (80° C.) for 20 hours. The solid material is removed by passage of the reaction mixture through a short column of silica gel. After evaporation, the crude solid product is subjected to centrifugal partition chromatography using a mixture of acetonitrile-hexa... The reactants are NC1=NNC(=C1C#N)C1=CC=C(C=C1)OC1=CC=CC=C1 (3-Amino-4-cyano-5-(4-phenoxyphenyl)pyrazole), O (water), C(=O)N (formamide). Run at temperature 180 celsius. Yields the product NC1=C2C(=NC=N1)NN=C2C2=CC=C(C=C2)OC2=CC=CC=C2 (4-amino-3-(4-phenoxyphenyl)-1H-pyrazolo[3,4-d]pyrimidine). RXN SMILES: [NH2:1][C:2]1[C:6]([C:7]#[N:8])=[C:5]([C:9]2[CH:14]=[CH:13][C:12]([O:15][C:16]3[CH:21]=[CH:20][CH:19]=[CH:18][CH:17]=3)=[CH:11][CH:10]=2)[NH:4][N:3]=1.O.[CH:23]([NH2:25])=O>>[NH2:8][C:7]1[N:25]=[CH:23][N:1]=[C:2]2[NH:3][N:4]=[C:5]([C:9]3[CH:14]=[CH:13][C:12]([O:15][C:16]4[CH:17]=[CH:18][CH:19]=[CH:20][CH:21]=4)=[CH:11][CH:10]=3)[C:6]=12. Procedure details: 3-Amino-4-cyano-5-(4-phenoxyphenyl)pyrazole (29.5 g) is suspended in formamide (300 mL) and heated under nitrogen at 180° C. for 4 hours. The reaction mixture is cooled to 30° C. and water (300 mL) is added. The solid is collected, washed well with water, then with methanol and dried in air to give of 4-amino-3-(4-phenoxyphenyl)-1H-pyrazolo[3,4-d]pyrimidine. The reactants are Cc1nn(CC(=O)O)cc1-n1c(=O)[nH]c2cnc3ccc(Br)cc3c21, CN1CCNCC1. The product is Cc1nn(CC(=O)N2CCN(C)CC2)cc1-n1c(=O)[nH]c2cnc3ccc(Br)cc3c21. As a reaction SMILES: [Br:1][c:2]1[cH:3][c:4]2[c:5]3[c:6]([cH:7][n:8][c:9]2[cH:10][cH:11]1)[nH:12][c:13](=[O:25])[n:14]3-[c:15]1[c:16]([CH3:24])[n:17][n:18]([CH2:20][C:21](=[O:22])[OH:23])[cH:19]1.[CH3:26][N:27]1[CH2:28][CH2:29][NH:30][CH2:31][CH2:32]1>>[Br:1][c:2]1[cH:3][c:4]2[c:5]3[c:6]([cH:7][n:8][c:9]2[cH:10][cH:11]1)[nH:12][c:13](=[O:25])[n:14]3-[c:15]1[c:16]([CH3:24])[n:17][n:18]([CH2:20][C:21](=[O:23])[N:30]2[CH2:29][CH2:28][N:27]([CH3:26])[CH2:32][CH2:31]2)[cH:19]1. The reactants are ClC1=C2C(=NC=C1)C=C(S2)C(=O)N2[C@@H](CCC2)COC (7-chloro-2-[(S)-2-(methoxymethyl)pyrrolidine-1-carbonyl]thieno[3,2-b]pyridine), C1(CC1)NC(=O)C=1C2=C(SC1C)C=C(C=C2)O (6-hydroxy-2-methylbenzo[b]thiophene-3-carboxylic acid cyclopropylamide), C(=O)([O-])[O-].[Cs+].[Cs+] (Cs2CO3). Product: C1(CC1)NC(=O)C=1C2=C(SC1C)C=C(C=C2)OC2=C1C(=NC=C2)C=C(S1)C(=O)N1[C@@H](CCC1)COC (6-[(2-([(2S)-2-(Methoxymethyl)pyrrolidin-1-yl]carbonyl)thieno[3,2-b]pyridin-7-yl)oxy]-2-methylbenzo[b]thiophene-3-carboxylic acid cyclopropylamide). Isolated yield 70.0%. As a reaction SMILES: Cl[C:2]1[CH:7]=[CH:6][N:5]=[C:4]2[CH:8]=[C:9]([C:11]([N:13]3[CH2:17][CH2:16][CH2:15][C@H:14]3[CH2:18][O:19][CH3:20])=[O:12])[S:10][C:3]=12.[CH:21]1([NH:24][C:25]([C:27]2[C:28]3[CH:36]=[CH:35][C:34]([OH:37])=[CH:33][C:29]=3[S:30][C:31]=2[CH3:32])=[O:26])[CH2:23][CH2:22]1.C([O-])([O-])=O.[Cs+].[Cs+]>>[CH:21]1([NH:24][C:25]([C:27]2[C:28]3[CH:36]=[CH:35][C:34]([O:37][C:2]4[CH:7]=[CH:6][N:5]=[C:4]5[CH:8]=[C:9]([C:11]([N:13]6[CH2:17][CH2:16][CH2:15][C@H:14]6[CH2:18][O:19][CH3:20])=[O:12])[S:10][C:3]=45)=[CH:33][C:29]=3[S:30][C:31]=2[CH3:32])=[O:26])[CH2:23][CH2:22]1 |f:2.3.4|. Reported procedure: This material was prepared by the reaction of 7-chloro-2-{[(2S)-2-(methoxymethyl)pyrrolidin-1-yl]carbonyl}thieno[3,2-b]pyridine 2a (124 mg, 0.40 mmole) with 6-hydroxy-2-methylbenzo[b]thiophene-3-carboxylic acid cyclopropylamide 8c (119 mg, 0.48 mmole) and Cs2CO3 (391 mg, 1.2 mmole) in a manner as previously described for example 1 to give a yellow solid (146 mg, 70%). 1H NMR (DMSO-d6, 300 MHz) δ8.58 (1H. d, J=5.27 Hz), 8.46 (1H, d, J=4.33 Hz), 8.03 (1H, s), 7.96 (1H, d, J=2.26 Hz), 7.80 (1H, d, ... Reactants: C(C)OC(C=CC1=CC=2C(=NC(=CC2)Cl)N1CC(=O)OC(C)(C)C)=O (3-(1-tert-butoxycarbonylmethyl-6-chloro-1H-pyrrolo[2,3-b]pyridin-2-yl)-acrylic acid ethyl ester). Reagents/catalysts: O=[Pt]=O (PtO2). The solvent is CCOC(=O)C (EtOAc). Conditions: time 1 hour. The product is C(C)OC(CCC1=CC=2C(=NC(=CC2)Cl)N1CC(=O)OC(C)(C)C)=O (3-(1-tert-butoxycarbonylmethyl-6-chloro-1H-pyrrolo[2,3-b]pyridin-2-yl)-propionic acid ethyl ester). Isolated yield 99.5%. As a reaction SMILES: [CH2:1]([O:3][C:4](=[O:25])[CH:5]=[CH:6][C:7]1[N:16]([CH2:17][C:18]([O:20][C:21]([CH3:24])([CH3:23])[CH3:22])=[O:19])[C:10]2=[N:11][C:12]([Cl:15])=[CH:13][CH:14]=[C:9]2[CH:8]=1)[CH3:2]>CCOC(C)=O.O=[Pt]=O>[CH2:1]([O:3][C:4](=[O:25])[CH2:5][CH2:6][C:7]1[N:16]([CH2:17][C:18]([O:20][C:21]([CH3:24])([CH3:23])[CH3:22])=[O:19])[C:10]2=[N:11][C:12]([Cl:15])=[CH:13][CH:14]=[C:9]2[CH:8]=1)[CH3:2]. Procedure details: A mixture of 0.8 g of 3-(1-tert-butoxycarbonylmethyl-6-chloro-1H-pyrrolo[2,3-b]pyridin-2-yl)-acrylic acid ethyl ester and 80 mg of PtO2 in 60 mL of EtOAc was stirred under a balloon pressure of H2 for 1 h. The mixture was filtered through celite and concentrated to give crude product (0.8 g, white solid).